From a dataset of the Open Reaction Database (ORD), a public repository of structured organic reaction records. describe an organic reaction: reactants, conditions, products, and yield Starting materials: N(=NC(=O)OCC)C(=O)OCC (Diethyl azodicarboxylate), C1(=CC=CC=C1)SCCCO (3-phenylthiopropanol), C1(=CC=CC=C1)P(C1=CC=CC=C1)C1=CC=CC=C1 (triphenylphosphine), C1(C=2C(C(N1)=O)=CC=CC2)=O (phthalimide). Run in O1CCCC1 (tetrahydrofuran). Reaction conditions: time 15 hour. Yields the product C1(=CC=CC=C1)SCCCN1C(C2=CC=CC=C2C1=O)=O (2-[3-(phenylthio)propyl]-1H-isoindole-1,3(2H)-dione). Yield: 85.0%. Reaction SMILES: N(C(OCC)=O)=NC(OCC)=O.[C:13]1([S:19][CH2:20][CH2:21][CH2:22]O)[CH:18]=[CH:17][CH:16]=[CH:15][CH:14]=1.C1(P(C2C=CC=CC=2)C2C=CC=CC=2)C=CC=CC=1.[C:43]1(=[O:53])[NH:47][C:46](=[O:48])[C:45]2=[CH:49][CH:50]=[CH:51][CH:52]=[C:44]12>O1CCCC1>[C:13]1([S:19][CH2:20][CH2:21][CH2:22][N:47]2[C:43](=[O:53])[C:44]3[C:45](=[CH:49][CH:50]=[CH:51][CH:52]=3)[C:46]2=[O:48])[CH:14]=[CH:15][CH:16]=[CH:17][CH:18]=1. Procedure details: Diethyl azodicarboxylate (14 ml, 89 mmol) was added over 3 minutes to a stirred solution of 3-phenylthiopropanol (14.91 g, 89 mmol), triphenylphosphine (23.25 g, 89 mmol) and phthalimide (13.05 g, 89 mmol) in tetrahydrofuran (350 ml) at room temperature. After 15 hours, the mixture was concentrated in vacuo. Flash chromatography of the residue, eluting with 1:1 ether/hexane, gave the title compound as a white solid (22.5 g 85%). NMR (200 MHz, CDCl3): δ 2.0 (q, 2H), 2.95 (t, 2H), 3.85 (t, 2H), 7....